From a dataset of the Open Reaction Database (ORD), a public repository of structured organic reaction records. describe an organic reaction: reactants, conditions, products, and yield Starting materials: [H-].[Na+] (sodium hydride), P(OCC)(OCC)[O-] (diethyl phosphite), BrCCCCCN1C(=O)N(C=2N=CN(C2C1=O)COCC)C (1-(5-bromopentyl)-7-ethoxymethyl-3-methylxanthine). Run in CN(C=O)C (dimethyl-formamide), CN(C=O)C (dimethylformamide). Conditions: temperature 20 celsius, time 0.5 hour. Product: C(C)OCN1C=NC=2N(C(N(C(C12)=O)CCCCCP(OCC)(OCC)=O)=O)C (Diethyl [5-(7-ethoxymethyl-3-methylxanthin-1-yl)pentyl]phosphonate). Reaction SMILES: [P:1]([O-:8])([O:5][CH2:6][CH3:7])[O:2][CH2:3][CH3:4].[H-].[Na+].Br[CH2:12][CH2:13][CH2:14][CH2:15][CH2:16][N:17]1[C:26](=[O:27])[C:25]2[N:24]([CH2:28][O:29][CH2:30][CH3:31])[CH:23]=[N:22][C:21]=2[N:20]([CH3:32])[C:18]1=[O:19]>CN(C)C=O>[CH2:30]([O:29][CH2:28][N:24]1[C:25]2[C:26](=[O:27])[N:17]([CH2:16][CH2:15][CH2:14][CH2:13][CH2:12][P:1](=[O:8])([O:5][CH2:6][CH3:7])[O:2][CH2:3][CH3:4])[C:18](=[O:19])[N:20]([CH3:32])[C:21]=2[N:22]=[CH:23]1)[CH3:31] |f:1.2|. Reported procedure: 4.8 g (0.035 mol) of diethyl phosphite were cooled to 0° C. in 100 ml of dry dimethylformamide and slowly treated with 0.8 g (0.035 mol) of sodium hydride. The solution was stirred at 20° C. for 0.5 hours to complete the deprotonation and then treated with 10 g (0.0268 mol) of 1-(5-bromopentyl)-7-ethoxymethyl-3-methylxanthine, dissolved in a little dimethyl-formamide. After 4 hours at 20° C., the reaction mixture was quenched with a little saturated ammonium chloride solution, concentrated and c...